The task is: describe an organic reaction: reactants, conditions, products, and yield. This data is from the Open Reaction Database (ORD), a public repository of structured organic reaction records. The reactants are C(#N)C(C)(C)C=1C=C(C(=O)NC2=C(C=C(C(=C2)[N+](=O)[O-])F)F)C=CC1 (3-(2-cyanopropan-2-yl)-N-(2,4-difluoro-5-nitrophenyl)benzamide), C(C)(=O)O (acetic acid), C(C)O (Ethanol), C(C)#N (acetonitrile). Reagents/catalysts: [Zn] (zinc). Run in C1CCOC1 (THF). Conditions: temperature -5 celsius, time 1 hour. Product: NC=1C(=CC(=C(C1)NC(C1=CC(=CC=C1)C(C)(C)C#N)=O)F)F (N-(5-amino-2,4-difluorophenyl)-3-(2-cyanopropan-2-yl)benzamide). The yield is 70.6%. RXN SMILES: [C:1]([C:3]([C:6]1[CH:7]=[C:8]([CH:23]=[CH:24][CH:25]=1)[C:9]([NH:11][C:12]1[CH:17]=[C:16]([N+:18]([O-])=O)[C:15]([F:21])=[CH:14][C:13]=1[F:22])=[O:10])([CH3:5])[CH3:4])#[N:2].C(O)(=O)C.C(O)C.C(#N)C>C1COCC1.[Zn]>[NH2:18][C:16]1[C:15]([F:21])=[CH:14][C:13]([F:22])=[C:12]([NH:11][C:9](=[O:10])[C:8]2[CH:23]=[CH:24][CH:25]=[C:6]([C:3]([C:1]#[N:2])([CH3:5])[CH3:4])[CH:7]=2)[CH:17]=1. Procedure details: To a mixture of 3-(2-cyanopropan-2-yl)-N-(2,4-difluoro-5-nitrophenyl)benzamide 72 (155 mg, 0.449 mmol) and zinc (440 mg, 6.73 mmol) in THF (5 mL) at −5° C., acetic acid (0.514 mL, 539 mg, 8.98 mmol) was added. The reaction was stirred 30 min at −5° C. and 1 h at rt. Ethanol and acetonitrile were added and filtrated. The filtrate was diluted with CH2Cl2 and washed with saturated NaHCO3 solution to give N-(5-amino-2,4-difluorophenyl)-3-(2-cyanopropan-2-yl)benzamide 73 (100 mg, 70%). (m/z)=316 (M+H...